Dataset: the Open Reaction Database (ORD), a public repository of structured organic reaction records. Task: describe an organic reaction: reactants, conditions, products, and yield Starting materials: FC1=C(C=CC(=C1)[N+](=O)[O-])N(C1CCN(CC1)C(=O)OC(C)(C)C)C (tert-Butyl 4-((2-fluoro-4-nitrophenyl)(methyl)amino)piperidine-1-carboxylate), FC(C(=O)O)(F)F (Trifluoroacetic acid). Solvent: ClCCl (dichloromethane). Conditions: time 30 minute. Product: FC1=C(C=CC(=C1)[N+](=O)[O-])N(C1CCNCC1)C (N-(2-fluoro-4-nitrophenyl)-N-methylpiperidin-4-amine). Yield: 83.7%. RXN SMILES: [F:1][C:2]1[CH:7]=[C:6]([N+:8]([O-:10])=[O:9])[CH:5]=[CH:4][C:3]=1[N:11]([CH3:25])[CH:12]1[CH2:17][CH2:16][N:15](C(OC(C)(C)C)=O)[CH2:14][CH2:13]1.FC(F)(F)C(O)=O>ClCCl>[F:1][C:2]1[CH:7]=[C:6]([N+:8]([O-:10])=[O:9])[CH:5]=[CH:4][C:3]=1[N:11]([CH3:25])[CH:12]1[CH2:17][CH2:16][NH:15][CH2:14][CH2:13]1. Procedure details: tert-Butyl 4-((2-fluoro-4-nitrophenyl)(methyl)amino)piperidine-1-carboxylate (2.83 mmol, 1 g) was dissolved in dichloromethane (10 mL). Trifluoroacetic acid (3 mL) was added and the reaction mixture stirred at room temperature for 30 minutes. The reaction mixture was concentrated under vacuum and purified by SCX chromatography to afford the intermediate N-(2-fluoro-4-nitrophenyl)-N-methylpiperidin-4-amine (600 mg). The reactants are C1CCOC1, [Li]C, CC(C)(C)OC(=O)NC12CC3CC(C1)C(=O)C(C3)C2. Yields the product CC(C)(C)OC(=O)NC12CC3CC(C1)C(C)(O)C(C3)C2. Reaction SMILES: [CH2:22]1[O:23][CH2:24][CH2:25][CH2:26]1.[CH3:20][Li:21].[O:1]=[C:2]1[CH:3]2[CH2:4][C:5]3([NH:12][C:13]([O:14][C:15]([CH3:16])([CH3:17])[CH3:18])=[O:19])[CH2:6][CH:7]([CH2:8][CH:9]1[CH2:10]3)[CH2:11]2>>[OH:1][C:2]1([CH3:20])[CH:3]2[CH2:4][C:5]3([NH:12][C:13]([O:14][C:15]([CH3:16])([CH3:17])[CH3:18])=[O:19])[CH2:6][CH:7]([CH2:8][CH:9]1[CH2:10]3)[CH2:11]2. The reactants are C(=O)NC=1SC=C(N1)C(C(=O)NC1[C@@H]2N(C(=C(CS2)OC)C(=O)O)C1=O)=NOCCCC (7-[2-(2-formamidothiazol-4-yl)-2-butoxyiminoacetamido]-3-methoxy-3-cephem-4-carboxylic acid), Cl (hydrochloric acid). Run in CO (methanol). Yields the product NC=1SC=C(N1)C(C(=O)NC1[C@@H]2N(C(=C(CS2)OC)C(=O)O)C1=O)=NOCCCC (7-[2-(2-aminothiazol-4-yl)-2-butoxyiminoacetamido]-3-methoxy-3-cephem-4-carboxylic acid). Yield: 47.2%. RXN SMILES: C([NH:3][C:4]1[S:5][CH:6]=[C:7]([C:9](=[N:27][O:28][CH2:29][CH2:30][CH2:31][CH3:32])[C:10]([NH:12][CH:13]2[C:25](=[O:26])[N:15]3[C:16]([C:22]([OH:24])=[O:23])=[C:17]([O:20][CH3:21])[CH2:18][S:19][C@H:14]23)=[O:11])[N:8]=1)=O.Cl>CO>[NH2:3][C:4]1[S:5][CH:6]=[C:7]([C:9](=[N:27][O:28][CH2:29][CH2:30][CH2:31][CH3:32])[C:10]([NH:12][CH:13]2[C:25](=[O:26])[N:15]3[C:16]([C:22]([OH:24])=[O:23])=[C:17]([O:20][CH3:21])[CH2:18][S:19][C@H:14]23)=[O:11])[N:8]=1. Procedure details: A mixture of 7-[2-(2-formamidothiazol-4-yl)-2-butoxyiminoacetamido]-3-methoxy-3-cephem-4-carboxylic acid (syn isomer, 0.9 g.), conc. hydrochloric acid (0.8 ml.) and methanol (13.5 ml.) was treated in a similar manner to that of Example 15-(3) to give 7-[2-(2-aminothiazol-4-yl)-2-butoxyiminoacetamido]-3-methoxy-3-cephem-4-carboxylic acid (syn isomer, 0.4 g.), yellowish white powder. Starting materials: [BH4-], CC(=O)O, CCOC(=O)c1csc(C(O)CC(=NS(=O)C(C)(C)C)C(C)C)n1, C1CCOC1, C1CCOC1, CCO, CCOC(C)=O, [Na+], O. The product is CCOC(=O)c1csc(C(O)CC(NS(=O)C(C)(C)C)C(C)C)n1. RXN SMILES: [BH4-:25].[C:32]([OH:33])(=[O:34])[CH3:35].[CH2:1]([CH3:2])[O:3][C:4](=[O:5])[c:6]1[n:7][c:8]([CH:11]([CH2:12][C:13]([CH:14]([CH3:15])[CH3:16])=[N:17][S:18](=[O:19])[C:20]([CH3:21])([CH3:22])[CH3:23])[OH:24])[s:9][cH:10]1.[CH2:27]1[O:28][CH2:29][CH2:30][CH2:31]1.[CH2:39]1[O:40][CH2:41][CH2:42][CH2:43]1.[CH3:36][CH2:37][OH:38].[CH3:44][CH2:45][O:46][C:47]([CH3:48])=[O:49].[Na+:26].[OH2:50]>>[CH2:1]([CH3:2])[O:3][C:4](=[O:5])[c:6]1[n:7][c:8]([CH:11]([CH2:12][CH:13]([CH:14]([CH3:15])[CH3:16])[NH:17][S:18](=[O:19])[C:20]([CH3:21])([CH3:22])[CH3:23])[OH:24])[s:9][cH:10]1. Reactants: [C-]#N.[Na+] (Sodium cyanide), ClC=1C=C(C=O)C=CC1 (3-chlorobenzaldehyde), C(C(=C)C)#N (methacrylonitrile). Run in CN(C=O)C (N,N-dimethylformamide), CN(C=O)C (N,N-dimethylformamide), CN(C=O)C (N,N-dimethylformamide). Conditions: temperature 35 celsius, time 1 hour. Yields the product ClC=1C=C(C(=O)CC(C#N)C)C=CC1 (3-(m-chlorobenzoyl)-2-methylpropionitrile). Isolated yield 79.7%. RXN SMILES: [C-]#N.[Na+].[Cl:4][C:5]1[CH:6]=[C:7]([CH:10]=[CH:11][CH:12]=1)[CH:8]=[O:9].[C:13](#[N:17])[C:14]([CH3:16])=[CH2:15]>CN(C)C=O>[Cl:4][C:5]1[CH:6]=[C:7]([CH:10]=[CH:11][CH:12]=1)[C:8]([CH2:15][CH:14]([CH3:16])[C:13]#[N:17])=[O:9] |f:0.1|. Procedure: Sodium cyanide (1.47 g, 30 mmol) was combined with 100 ml N,N-dimethylformamide and then stirred at 35° C. for 1 hour under nitrogen to give a clear solution. To this solution was added dropwise over 1 hour 34.0 ml (0.3 mol) of 3-chlorobenzaldehyde dissolved in 50 ml N,N-dimethylformamide. After stirring an additional 1 hour at 35° C. a solution of 25.0 ml (0.3 mol) methacrylonitrile in 50 ml N,N-dimethylformamide was added dropwise over 2 hours and the reaction mixture was stirred at 25° C. for... Starting materials: CC1CNCC(C)C1, Cc1ccccc1, Fc1ncnc(F)c1F. Product: CC1CC(C)CN(c2ncnc(F)c2F)C1. As a reaction SMILES: [CH3:10][CH:11]1[CH2:12][NH:13][CH2:14][CH:15]([CH3:17])[CH2:16]1.[CH3:18][c:19]1[cH:20][cH:21][cH:22][cH:23][cH:24]1.[F:1][c:2]1[n:3][cH:4][n:5][c:6]([F:9])[c:7]1[F:8]>>[c:2]1([N:13]2[CH2:12][CH:11]([CH3:10])[CH2:16][CH:15]([CH3:17])[CH2:14]2)[n:3][cH:4][n:5][c:6]([F:9])[c:7]1[F:8]. The reactants are N([C@H](CCCCNC(=O)OCC1=C(Cl)C=CC=C1)C(=O)NCC(=O)N[C@@H](CC1=CC=CC=C1)C(=O)NNC(=O)C)C(=O)OC(C)(C)C (BOC-(D)-Lys(Cl-Z)-Gly-Phe-NHNH-COCH3), CC(C)(C)OC(=O)N[C@@H](CC1=CC=C(C=C1)O)C(=O)OCC2=CC=C(C=C2)[N+](=O)[O-] (BOC-Tyr-ONB). Yields the product N([C@@H](CC1=CC=C(C=C1)O)C(=O)N[C@H](CCCCNC(=O)OCC1=C(Cl)C=CC=C1)C(=O)NCC(=O)N[C@@H](CC1=CC=CC=C1)C(=O)NNC(=O)C)C(=O)OC(C)(C)C (BOC-Tyr-(D)-Lys(Cl-Z)-Gly-Phe-NHNH-COCH3). Isolated yield 81.7%. RXN SMILES: [NH:1](C(OC(C)(C)C)=O)[C@@H:2]([C:19]([NH:21][CH2:22][C:23]([NH:25][C@H:26]([C:34]([NH:36][NH:37][C:38]([CH3:40])=[O:39])=[O:35])[CH2:27][C:28]1[CH:33]=[CH:32][CH:31]=[CH:30][CH:29]=1)=[O:24])=[O:20])[CH2:3][CH2:4][CH2:5][CH2:6][NH:7][C:8]([O:10][CH2:11][C:12]1[CH:18]=[CH:17][CH:16]=[CH:15][C:13]=1[Cl:14])=[O:9].[CH3:48][C:49]([O:52][C:53]([NH:55][C@H:56]([C:65]([O:67]CC1C=CC([N+]([O-])=O)=CC=1)=O)[CH2:57][C:58]1[CH:63]=[CH:62][C:61]([OH:64])=[CH:60][CH:59]=1)=[O:54])([CH3:51])[CH3:50]>>[NH:55]([C:53]([O:52][C:49]([CH3:48])([CH3:50])[CH3:51])=[O:54])[C@H:56]([C:65]([NH:1][C@@H:2]([C:19]([NH:21][CH2:22][C:23]([NH:25][C@H:26]([C:34]([NH:36][NH:37][C:38]([CH3:40])=[O:39])=[O:35])[CH2:27][C:28]1[CH:29]=[CH:30][CH:31]=[CH:32][CH:33]=1)=[O:24])=[O:20])[CH2:3][CH2:4][CH2:5][CH2:6][NH:7][C:8]([O:10][CH2:11][C:12]1[CH:18]=[CH:17][CH:16]=[CH:15][C:13]=1[Cl:14])=[O:9])=[O:67])[CH2:57][C:58]1[CH:59]=[CH:60][C:61]([OH:64])=[CH:62][CH:63]=1. Reported procedure: Using BOC-(D)-Lys(Cl-Z)-Gly-Phe-NHNH-COCH3 (0.70 g) and BOC-Tyr-ONB (0.50 g), the desired compound (0.71 g) is obtained in a similar manner to(V) of Example 26. m.p. 196°-198° C., [α]D23 -2.0°(c=0.47, DMF), Rf1 =0.46 Reactants: C1CCOC1.O (THF H2O), C(=O)([O-])[O-].[K+].[K+] (K2CO3), O1C(CCC2=CC=CC=C12)C(=O)O (3,4-dihydro-2H-chromene-2-carboxylic acid). Run in C1CCOC1 (THF), C1CCOC1 (THF). Run at time 5 hour. The product is O1C(CCC2=CC=CC=C12)CO (3,4-dihydro-2H-chromen-2-ylmethanol). Isolated yield 89.0%. Reaction SMILES: [O:1]1[C:10]2[C:5](=[CH:6][CH:7]=[CH:8][CH:9]=2)[CH2:4][CH2:3][CH:2]1[C:11](O)=[O:12].C1COCC1.O.C([O-])([O-])=O.[K+].[K+]>C1COCC1>[O:1]1[C:10]2[C:5](=[CH:6][CH:7]=[CH:8][CH:9]=2)[CH2:4][CH2:3][CH:2]1[CH2:11][OH:12] |f:1.2,3.4.5|. Reported procedure: A mixture of 4-oxochromene-2-carboxylic acid (20.0 g, 105 mmol) and Pd/C (3.0 g, w/w=10%) in AcOH (200 mL) was placed in Parr hydrogenation apparatus under H2 (50 psi) and stirred for 25 h at rt. It was then filtered and concentrated. The residue was suspended in water (300 mL), stirred for 10 min, filtered and dried to give 3,4-dihydro-2H-chromene-2-carboxylic acid (13.5 g, 72%) as a white solid. BH3 (57 mL, 114 mmol, 2.0 M in THF) was added slowly to a solution of this carboxylic acid in THF (... The reactants are C(C=C)ON1C(C2=CC=C(C=3C2=C(C1=O)C(=CC3N3CCCC3)Cl)Cl)=O (2-allyloxy-4,7-dichloro-6-(pyrrolidin-1-yl)benzo[de]isoquinoline-1,3-dione), boron tristrifluoroacetate. The solvent is FC(C(=O)O)(F)F (trifluoroacetic acid). Run at time 4 hour. Yields the product ClC1=CC(=C2C3=C1C(N(C(C3=CC=C2Cl)=O)O)=O)N2CCCC2 (4,7-Dichloro-2-hydroxy-6-(pyrrolidin-1-yl)benzo[de]isoquinoline-1,3-dione). The yield is 43.8%. As a reaction SMILES: C([O:4][N:5]1[C:14](=[O:15])[C:13]2[C:16]([Cl:24])=[CH:17][C:18]([N:19]3[CH2:23][CH2:22][CH2:21][CH2:20]3)=[C:11]3[C:12]=2[C:7](=[CH:8][CH:9]=[C:10]3[Cl:25])[C:6]1=[O:26])C=C>FC(F)(F)C(O)=O>[Cl:24][C:16]1[C:13]2[C:14](=[O:15])[N:5]([OH:4])[C:6](=[O:26])[C:7]3=[CH:8][CH:9]=[C:10]([Cl:25])[C:11]([C:12]=23)=[C:18]([N:19]2[CH2:23][CH2:22][CH2:21][CH2:20]2)[CH:17]=1. Procedure: A solution of 2-allyloxy-4,7-dichloro-6-(pyrrolidin-1-yl)benzo[de]isoquinoline-1,3-dione (0.5 g, 1.3 mmol, from Example J4) in trifluoroacetic acid (10 mL) was treated with boron tristrifluoroacetate (6 mL, 6.0 mmol, 1.0 M in trifluoroacetic acid). The reaction mixture was stirred at room temperature for 4 hours and evaporated in vacuo. The residue was chased with dichloro methane and redissolved in methanol which was also evaporated. The residue was partitioned between dichloromethane/water, se...